Dataset: the Open Reaction Database (ORD), a public repository of structured organic reaction records. Task: describe an organic reaction: reactants, conditions, products, and yield Starting materials: C1(=CC=CC=C1)P(C1=CC=CC=C1)C1=CC=CC=C1 (triphenylphosphine), C(C1=CC=CC=C1)OC=1C=C(C=CC1)CO ((3-(benzyloxy)phenyl)methanol), OC1=CC=C(C=O)C=C1 (4-hydroxybenzaldehyde), N(=NC(=O)OC(C)C)C(=O)OC(C)C (diisopropyl azodicarboxylate). Solvent: C1CCOC1 (THF). Run at temperature 0 celsius, time 15 minute. The product is C(C1=CC=CC=C1)OC=1C=C(COC2=CC=C(C=O)C=C2)C=CC1 (4-(3-(benzyloxy)benzyloxy)benzaldehyde). Isolated yield 45.0%. Reaction SMILES: C1(P(C2C=CC=CC=2)C2C=CC=CC=2)C=CC=CC=1.[CH2:20]([O:27][C:28]1[CH:29]=[C:30]([CH2:34][OH:35])[CH:31]=[CH:32][CH:33]=1)[C:21]1[CH:26]=[CH:25][CH:24]=[CH:23][CH:22]=1.N(C(OC(C)C)=O)=NC(OC(C)C)=O.O[C:51]1[CH:58]=[CH:57][C:54]([CH:55]=[O:56])=[CH:53][CH:52]=1>C1COCC1>[CH2:20]([O:27][C:28]1[CH:29]=[C:30]([CH:31]=[CH:32][CH:33]=1)[CH2:34][O:35][C:51]1[CH:58]=[CH:57][C:54]([CH:55]=[O:56])=[CH:53][CH:52]=1)[C:21]1[CH:22]=[CH:23][CH:24]=[CH:25][CH:26]=1. Procedure details: To a stirring solution of triphenylphosphine (1.1 mmols) in THF (2 mLs) was added 34 (1.1 mmols). The solution was immediately cooled to 0° C. and diisopropyl azodicarboxylate (1.1 mmols) was added dropwise and the mixture was stirred at this low temperature for 15 minutes. After this time, 4-hydroxybenzaldehyde (1 mmol) was added to the reaction vessel, still stirring at 0° C. The mixture was warmed slowly to ambient temperature and stirred for 15 hours. At this time, the THF was evaporated, re... The reactants are Br, CC(=O)OC(C)=O, CC(=O)[O-], Nc1ccc(-c2c[nH]c(=O)cn2)cc1, [Na+], O. The product is CC(=O)Nc1ccc(-c2c[nH]c(=O)cn2)cc1. Reaction SMILES: [BrH:1].[CH3:16][C:17](=[O:18])[O:19][C:20](=[O:21])[CH3:22].[CH3:24][C:25](=[O:26])[O-:27].[NH2:2][c:3]1[cH:4][cH:5][c:6](-[c:9]2[n:10][cH:11][c:12](=[O:15])[nH:13][cH:14]2)[cH:7][cH:8]1.[Na+:23].[OH2:28]>>[NH:2]([c:3]1[cH:4][cH:5][c:6](-[c:9]2[n:10][cH:11][c:12](=[O:15])[nH:13][cH:14]2)[cH:7][cH:8]1)[C:17]([CH3:16])=[O:18]. Starting materials: CCOC(=O)CNc1ccccc1, ClC(Cl)Cl, Cc1ccc(Cl)cc1N=C=S. Product: CCOC(=O)CN(C(=S)Nc1cc(Cl)ccc1C)c1ccccc1. Reaction SMILES: [CH2:1]([CH3:2])[O:3][C:4]([CH2:5][NH:6][c:7]1[cH:8][cH:9][cH:10][cH:11][cH:12]1)=[O:13].[CH:25]([Cl:26])([Cl:27])[Cl:28].[Cl:14][c:15]1[cH:16][cH:17][c:18]([CH3:24])[c:19]([N:21]=[C:22]=[S:23])[cH:20]1>>[CH2:1]([CH3:2])[O:3][C:4]([CH2:5][N:6]([c:7]1[cH:8][cH:9][cH:10][cH:11][cH:12]1)[C:22]([NH:21][c:19]1[c:18]([CH3:24])[cH:17][cH:16][c:15]([Cl:14])[cH:20]1)=[S:23])=[O:13]. Reactants: NC1=NC=2C=CC=CC2C=2C1=NN(C2CC(C#N)(C)C)CCC (3-(4-Amino-2-propyl-2H-pyrazolo[3,4-c]quinolin-1-yl)-2,2-dimethylpropanenitrile), C(C)O (ethanol), [OH-].[NH4+] (ammonium hydroxide), OO (hydrogen peroxide), OO (hydrogen peroxide). The solvent is O (water). Conditions: temperature 70 celsius. Product: NC1=NC=2C=CC=CC2C=2C1=NN(C2CC(C(=O)N)(C)C)CCC (3-(4-amino-2-propyl-2H-pyrazolo[3,4-c]quinolin-1-yl)-2,2-dimethylpropanamide). RXN SMILES: [NH2:1][C:2]1[C:11]2=[N:12][N:13]([CH2:21][CH2:22][CH3:23])[C:14]([CH2:15][C:16]([CH3:20])([CH3:19])[C:17]#[N:18])=[C:10]2[C:9]2[CH:8]=[CH:7][CH:6]=[CH:5][C:4]=2[N:3]=1.C([OH:26])C.[OH-].[NH4+].OO>O>[NH2:1][C:2]1[C:11]2=[N:12][N:13]([CH2:21][CH2:22][CH3:23])[C:14]([CH2:15][C:16]([CH3:19])([CH3:20])[C:17]([NH2:18])=[O:26])=[C:10]2[C:9]2[CH:8]=[CH:7][CH:6]=[CH:5][C:4]=2[N:3]=1 |f:2.3|. Procedure: 3-(4-Amino-2-propyl-2H-pyrazolo[3,4-c]quinolin-1-yl)-2,2-dimethylpropanenitrile (657 mg, 2.14 mmol), ethanol (10 mL), concentrated ammonium hydroxide (2.1 mL), and 30% w/w hydrogen peroxide (2.8 g) were combined in a sealed glass tube and heated at 70° C. for seven hours. During this time, the reaction was periodically cooled and the pressure released. Additional hydrogen peroxide (1.4 g) was added, and the reaction was heated at 70° C. for five hours, with periodic cooling and venting. The reac... Reactants: C1(=CC=CC=C1)C1=C2C(=NC(=NC2=CC=C1)C=1C=C(C=NC1)S(=O)(=O)NP(O)(O)=O)NCC1=NC=CC=C1 (5-(5-Phenyl-4-(pyridin-2-ylmethylamino)quinazolin-2-yl)pyridin-3-ylsulfonylphosphoramidic acid), [OH-].[Ca+2].[OH-] (calcium hydroxide). Run in C(C)O (ethanol), O (water). Run at time 2 hour. Yields the product C1(=CC=CC=C1)C1=C2C(=NC(=NC2=CC=C1)C=1C=C(C=NC1)S(=O)(=O)NP([O-])([O-])=O)NCC1=NC=CC=C1.[Ca+2] (Calcium (5-(5-phenyl-4-((pyridin-2-ylmethyl)amino)quinazolin-2-yl)pyridin-3-yl)sulfonylphosphoramidate). The yield is 88.2%. As a reaction SMILES: [C:1]1([C:7]2[CH:16]=[CH:15][CH:14]=[C:13]3[C:8]=2[C:9]([NH:31][CH2:32][C:33]2[CH:38]=[CH:37][CH:36]=[CH:35][N:34]=2)=[N:10][C:11]([C:17]2[CH:18]=[C:19]([S:23]([NH:26][P:27](=[O:30])([OH:29])[OH:28])(=[O:25])=[O:24])[CH:20]=[N:21][CH:22]=2)=[N:12]3)[CH:6]=[CH:5][CH:4]=[CH:3][CH:2]=1.[OH-].[Ca+2:40].[OH-]>C(O)C.O>[C:1]1([C:7]2[CH:16]=[CH:15][CH:14]=[C:13]3[C:8]=2[C:9]([NH:31][CH2:32][C:33]2[CH:38]=[CH:37][CH:36]=[CH:35][N:34]=2)=[N:10][C:11]([C:17]2[CH:18]=[C:19]([S:23]([NH:26][P:27](=[O:28])([O-:29])[O-:30])(=[O:24])=[O:25])[CH:20]=[N:21][CH:22]=2)=[N:12]3)[CH:2]=[CH:3][CH:4]=[CH:5][CH:6]=1.[Ca+2:40] |f:1.2.3,6.7|. Procedure: To a suspension of ((5-(5-phenyl-4-((pyridin-2-ylmethyl)amino)quinazolin-2-yl)pyridin-3-yl)sulfonyl)phosphoramidic acid (2) (0.200 g, 0.365 mmol) in ethanol (5 mL) was added calcium hydroxide (0.041 g, 0.55 mmol) in 2 mL of water. The resulting mixture was stirred under nitrogen atmosphere at room temperature for 2 h. The reaction mixture was concentrated to dryness and the residue was washed with ethyl acetate (2×10 mL), acetone (2×10 mL) and acetonitrile (2×15 mL) to afford calcium (5-(5-pheny...